This data is from the Open Reaction Database (ORD), a public repository of structured organic reaction records. The task is: describe an organic reaction: reactants, conditions, products, and yield The reactants are O.[OH-].[Li+] (Lithium hydroxide monohydrate), C(C)(C)(C)OC(=O)NCCN([C@H]1COC2=C(C=3N(C1)C=1C=C(C=CC1C3C3CCCCC3)C(=O)OC)C=CC=C2)C (methyl (7R)-7-[{2-[(tert-butoxycarbonyl)amino]ethyl}(methyl)amino]-14-cyclohexyl-7,8-dihydro-6H-indolo[1,2-e][1,5]benzoxazocine-11-carboxylate), O.[OH-].[Li+] (lithium hydroxide monohydrate). The solvent is CO.C1CCOC1.O (MeOH THF H2O). Reaction conditions: temperature 60 celsius. Yields the product C(C)(C)(C)OC(=O)NCCN([C@H]1COC2=C(C=3N(C1)C=1C=C(C=CC1C3C3CCCCC3)C(=O)O)C=CC=C2)C ((7R)-7-[{2-[(tert-butoxycarbonyl)amino]ethyl}(methyl)amino]-14-cyclohexyl-7,8-dihydro-6H-indolo[1,2-e][1,5]benzoxazocine-11-carboxylic acid). The yield is 98.0%. RXN SMILES: O.[OH-].[Li+].[C:4]([O:8][C:9]([NH:11][CH2:12][CH2:13][N:14]([CH3:44])[C@@H:15]1[CH2:22][N:21]2[C:23]3[CH:24]=[C:25]([C:36]([O:38]C)=[O:37])[CH:26]=[CH:27][C:28]=3[C:29]([CH:30]3[CH2:35][CH2:34][CH2:33][CH2:32][CH2:31]3)=[C:20]2[C:19]2[CH:40]=[CH:41][CH:42]=[CH:43][C:18]=2[O:17][CH2:16]1)=[O:10])([CH3:7])([CH3:6])[CH3:5]>CO.C1COCC1.O>[C:4]([O:8][C:9]([NH:11][CH2:12][CH2:13][N:14]([CH3:44])[C@@H:15]1[CH2:22][N:21]2[C:23]3[CH:24]=[C:25]([C:36]([OH:38])=[O:37])[CH:26]=[CH:27][C:28]=3[C:29]([CH:30]3[CH2:31][CH2:32][CH2:33][CH2:34][CH2:35]3)=[C:20]2[C:19]2[CH:40]=[CH:41][CH:42]=[CH:43][C:18]=2[O:17][CH2:16]1)=[O:10])([CH3:7])([CH3:6])[CH3:5] |f:0.1.2,4.5.6|. Reported procedure: Lithium hydroxide monohydrate (4.4 eq) was added to a solution of methyl (7R)-7-[{2-[(tert-butoxycarbonyl)amino]ethyl}(methyl)amino]-14-cyclohexyl-7,8-dihydro-6H-indolo[1,2-e][1,5]benzoxazocine-11-carboxylate (0.02 M) in MeOH/THF/H2O (1/1/1). The reaction was heated at 60° C. for 4 h prior to introducing further lithium hydroxide monohydrate (5 eq) and continuing heating for 2 h. The reaction was allowed to cool to RT, and the solvent volume reduced in vacuo. The residue was partitioned between ... Reactants: FC1=C(C=CC=C1)N1NN=NC1=O (1,2-dihydro-1-(2-fluorophenyl)-5H-tetrazol-5-one), CC=1SC=C(C1N(C(=O)Cl)CCC)C (N-(2,4-dimethyl-thiophen-3-yl)-N-n-propylcarbamoyl chloride). The reagents and catalysts are CN(C1=CC=NC=C1)C (4-dimethylaminopyridine). The product is CC=1SC=C(C1N(C(=O)N1N=NN(C1=O)C1=C(C=CC=C1)F)CCC)C (N-(2,4-Dimethylthiophen-3-yl)-N-n-propyl-4,5-dihydro-4-(2-fluoro-phenyl)-1H-tetrazol-5-one-1-carboxamide). As a reaction SMILES: [F:1][C:2]1[CH:7]=[CH:6][CH:5]=[CH:4][C:3]=1[N:8]1[C:12](=[O:13])[N:11]=[N:10][NH:9]1.[CH3:14][C:15]1[S:16][CH:17]=[C:18]([CH3:27])[C:19]=1[N:20]([CH2:24][CH2:25][CH3:26])[C:21](Cl)=[O:22]>CN(C)C1C=CN=CC=1>[CH3:14][C:15]1[S:16][CH:17]=[C:18]([CH3:27])[C:19]=1[N:20]([CH2:24][CH2:25][CH3:26])[C:21]([N:11]1[C:12](=[O:13])[N:8]([C:3]2[CH:4]=[CH:5][CH:6]=[CH:7][C:2]=2[F:1])[N:9]=[N:10]1)=[O:22]. Procedure details: 1.17 g (6.5 mmol) of 1,2-dihydro-1-(2-fluorophenyl)-5H-tetrazol-5-one, 1.5 g (6.5 mmol) of N-(2,4-dimethyl-thiophen-3-yl)-N-n-propylcarbamoyl chloride and 1.19 g (9.7 mmol) of 4-dimethylaminopyridine were reacted by the method of the process described in Example 1. Yield 1.9 g. Starting materials: C1C(C2=CC=CC=C2)O1 (styrene oxide), NCCCCCCO (6-amino-1-hexanol). The solvent is CO (methanol). Yields the product OCCCCCCNCC(O)C1=CC=CC=C1 (2-(6-Hydroxy-1-hexylamino)1-phenylethanol). As a reaction SMILES: [CH2:1]1[O:9][CH:2]1[C:3]1[CH:8]=[CH:7][CH:6]=[CH:5][CH:4]=1.[NH2:10][CH2:11][CH2:12][CH2:13][CH2:14][CH2:15][CH2:16][OH:17]>CO>[OH:17][CH2:16][CH2:15][CH2:14][CH2:13][CH2:12][CH2:11][NH:10][CH2:1][CH:2]([C:3]1[CH:4]=[CH:5][CH:6]=[CH:7][CH:8]=1)[OH:9]. Procedure: From styrene oxide and 6-amino-1-hexanol. Yield after chromatography (methanol): 30% (oil).